describe an organic reaction: reactants, conditions, products, and yield From a dataset of the Open Reaction Database (ORD), a public repository of structured organic reaction records. Reactants: O=C([O-])O, C1CCNC1, CCO, CCOC(C)=O, N#Cc1ccccc1Cn1c(N2CCCC(N)C2)nc2cnc(Cl)cc2c1=O, [Na+]. Yields the product N#Cc1ccccc1Cn1c(N2CCCC(N)C2)nc2cnc(N3CCCC3)cc2c1=O. Reaction SMILES: [C:34](=[O:35])([OH:36])[O-:37].[CH2:29]1[CH2:30][CH2:31][NH:32][CH2:33]1.[CH3:39][CH2:40][OH:41].[CH3:42][CH2:43][O:44][C:45]([CH3:46])=[O:47].[NH2:1][CH:2]1[CH2:3][N:4]([c:8]2[n:9]([CH2:20][c:21]3[c:22]([C:23]#[N:24])[cH:25][cH:26][cH:27][cH:28]3)[c:10](=[O:19])[c:11]3[c:12]([n:13]2)[cH:14][n:15][c:16]([Cl:18])[cH:17]3)[CH2:5][CH2:6][CH2:7]1.[Na+:38]>>[NH2:1][CH:2]1[CH2:3][N:4]([c:8]2[n:9]([CH2:20][c:21]3[c:22]([C:23]#[N:24])[cH:25][cH:26][cH:27][cH:28]3)[c:10](=[O:19])[c:11]3[c:12]([n:13]2)[cH:14][n:15][c:16]([N:32]2[CH2:31][CH2:30][CH2:29][CH2:33]2)[cH:17]3)[CH2:5][CH2:6][CH2:7]1. Starting materials: C(#N)C=1C=C(C=C(C1)[N+](=O)[O-])N(S(=O)(=O)C)S(=O)(=O)C (N-(3-cyano-5-nitrophenyl)-N-(methylsulfonyl)methanesulfonamide). Reagents/catalysts: [Pd] (Pd/C). Run in CO (MeOH), CCOC(=O)C (EtOAc). Run at time 1.5 hour. The product is NC=1C=C(C=C(C1)C#N)N(S(=O)(=O)C)S(=O)(=O)C (N-(3-Amino-5-cyanophenyl)-N-(methylsulfonyl)methanesulfonamide). Yield: 98.8%. RXN SMILES: [C:1]([C:3]1[CH:4]=[C:5]([N:12]([S:17]([CH3:20])(=[O:19])=[O:18])[S:13]([CH3:16])(=[O:15])=[O:14])[CH:6]=[C:7]([N+:9]([O-])=O)[CH:8]=1)#[N:2]>CO.CCOC(C)=O.[Pd]>[NH2:9][C:7]1[CH:6]=[C:5]([N:12]([S:13]([CH3:16])(=[O:15])=[O:14])[S:17]([CH3:20])(=[O:18])=[O:19])[CH:4]=[C:3]([C:1]#[N:2])[CH:8]=1. Procedure details: A suspension of Intermediate 76A (240 mg, 0.752 mmol) and 10% Pd/C (105 mg, 0.099 mmol) in MeOH (30 mL) and EtOAc (15 mL) was degassed and then stirred under a hydrogen atmosphere (balloon) for 1.5 hours. The catalyst was filtered off, and the filtrate was concentrated to give Intermediate 76 (215 mg, 99%). HPLC: Rt=0.847 min. (CHROMOLITH® column 4.6×50 mm eluting with 10-90% aqueous methanol over 4 min. containing 0.1% TFA, 4 mL/min., monitoring at 220 nm). 1H NMR (400 MHz, DMSO-d6) δ ppm 8.93 ... Yield: 93.0%. Reaction conditions: time 4 hour. Reported procedure: A suspension of 12.9 g (50 mmol) of methyl 2-phenylmethylthionicotinate and 2.6 g (110 mmol) of sodium hydride in 100 mL of dry N,N-dimethylformamide was stirred for 4 hours at room temperature. The solution was diluted with 200 mL water and acidified with glacial acetic acid. The precipitate was collected, washed with water, and dried to afford 10.6 g (93%) of a white crystalline solid to be used in the next step. Yields the product OC=1C2=C(SC1C1=CC=CC=C1)N=CC=C2 (3-Hydroxy-2-phenyl-7-azabenzo[b]thiophene). Reaction SMILES: [C:1]1([CH2:7][C:8]2[N:17]=[CH:16][CH:15]=[CH:14][C:9]=2[C:10](OC)=[S:11])[CH:6]=[CH:5][CH:4]=[CH:3][CH:2]=1.[H-].[Na+].C(O)(=[O:22])C>CN(C)C=O.O>[OH:22][C:8]1[C:9]2[CH:14]=[CH:15][CH:16]=[N:17][C:10]=2[S:11][C:7]=1[C:1]1[CH:6]=[CH:5][CH:4]=[CH:3][CH:2]=1 |f:1.2|. Solvent: O (water), CN(C=O)C (N,N-dimethylformamide). Starting materials: C1(=CC=CC=C1)CC1=C(C(=S)OC)C=CC=N1 (methyl 2-phenylmethylthionicotinate), [H-].[Na+] (sodium hydride), C(C)(=O)O (acetic acid). Yields the product CCc1nc(-c2ccc(N(C)C)cc2Cl)c(CC)nc1NC1c2ccccc2CC1OCCF. Reaction SMILES: [Br:63][CH2:64][CH2:65][F:66].[Cl:1][c:2]1[cH:3][c:4]([Cl:5])[cH:6][cH:7][c:8]1-[c:9]1[n:10][c:11]([CH2:12][CH3:13])[c:14]([NH:15][CH:16]2[c:17]3[c:18]([cH:19][cH:20][cH:21][cH:22]3)[CH2:23][CH:24]2[O:25][CH2:26][CH3:27])[n:28][c:29]1[CH2:30][CH3:31].[Cl:32][c:33]1[c:34](-[c:42]2[n:43][c:44]([CH2:61][CH3:62])[c:45]([NH:50][CH:51]3[CH:52]([OH:60])[CH2:53][c:54]4[cH:55][cH:56][cH:57][cH:58][c:59]43)[n:46][c:47]2[CH2:48][CH3:49])[cH:35][cH:36][c:37]([N:39]([CH3:40])[CH3:41])[cH:38]1>>[Cl:32][c:33]1[c:34](-[c:42]2[n:43][c:44]([CH2:61][CH3:62])[c:45]([NH:50][CH:51]3[CH:52]([O:60][CH2:64][CH2:65][F:66])[CH2:53][c:54]4[cH:55][cH:56][cH:57][cH:58][c:59]43)[n:46][c:47]2[CH2:48][CH3:49])[cH:35][cH:36][c:37]([N:39]([CH3:40])[CH3:41])[cH:38]1. Starting materials: FCCBr, CCOC1Cc2ccccc2C1Nc1nc(CC)c(-c2ccc(Cl)cc2Cl)nc1CC, CCc1nc(-c2ccc(N(C)C)cc2Cl)c(CC)nc1NC1c2ccccc2CC1O. The reactants are Br.C(C)(=O)O (hydrogen bromide acetic acid), N1C=CC=2C1=NC=CC2NC(C2=CC(=C(C=C2)[C@@H](C)NC(=O)OCC2=CC=CC=C2)N=[N+]=[N-])=O ((R)-N-(1H-pyrrolo[2,3-b]pyridin-4-yl)-3-azido-4-(1-benzyloxycarbonylaminoethyl)benzamide). Reaction conditions: time 1.5 hour. Yields the product Br.Br.N1C=CC=2C1=NC=CC2NC(C2=CC(=C(C=C2)[C@@H](C)N)N=[N+]=[N-])=O ((R)-(-)-N-(1H-pyrrolo[2,3-b]pyridin-4-yl)-4-(1-aminoethyl)-3-azidobenzamide dihydrobromide). Reaction SMILES: [BrH:1].C(O)(=O)C.[NH:6]1[C:10]2=[N:11][CH:12]=[CH:13][C:14]([NH:15][C:16](=[O:39])[C:17]3[CH:22]=[CH:21][C:20]([C@H:23]([NH:25]C(OCC4C=CC=CC=4)=O)[CH3:24])=[C:19]([N:36]=[N+:37]=[N-:38])[CH:18]=3)=[C:9]2[CH:8]=[CH:7]1>>[BrH:1].[BrH:1].[NH:6]1[C:10]2=[N:11][CH:12]=[CH:13][C:14]([NH:15][C:16](=[O:39])[C:17]3[CH:22]=[CH:21][C:20]([C@H:23]([NH2:25])[CH3:24])=[C:19]([N:36]=[N+:37]=[N-:38])[CH:18]=3)=[C:9]2[CH:8]=[CH:7]1 |f:0.1,3.4.5|. Reported procedure: A 25% hydrogen bromide-acetic acid solution (4 ml) was added to (R)-N-(1H-pyrrolo[2,3-b]pyridin-4-yl)-3-azido-4-(1-benzyloxycarbonylaminoethyl)benzamide (400 mg), and the mixture was stirred at room temperature for 1.5 hours. After the reaction, the solvent was evaporated under reduced pressure. The obtained crystals were recrystallized from ethanol-ethyl acetate to give 285 mg of (R)-(-)-N-(1H-pyrrolo[2,3-b]pyridin-4-yl)-4-(1-aminoethyl)-3-azidobenzamide dihydrobromide 1/2 hydrate having a melt... The reactants are FC=1C=C(C=C)C=CC1 (3-Fluorostyrene), [N+](=[N-])=CC(=O)OCC (ethyl diazoacetate), VI. Product: FC=1C=C(C=CC1)C1C(C1)C(=O)OCC (ethyl 2-(3-fluorophenyl)cyclopropane carboxylate). Yield: 54.9%. As a reaction SMILES: [F:1][C:2]1[CH:3]=[C:4]([CH:7]=[CH:8][CH:9]=1)[CH:5]=[CH2:6].[N+](=[CH:12][C:13]([O:15][CH2:16][CH3:17])=[O:14])=[N-]>>[F:1][C:2]1[CH:3]=[C:4]([CH:5]2[CH2:6][CH:12]2[C:13]([O:15][CH2:16][CH3:17])=[O:14])[CH:7]=[CH:8][CH:9]=1. Reported procedure: 3-Fluorostyrene (9.7 mL, 82 mmol) and ethyl diazoacetate (8.6 mL, 82 mmol) were reacted by the method reported in Org. Syn. Coll. Vol. VI, 1988, 913. The product was purified on silica. 9.4 g of ethyl 2-(3-fluorophenyl)cyclopropane carboxylate (45 mmol, 55%) was obtained. MS (GC/MS, EI) 208 (M+). (b) The trans ester was selectively hydrolyzed from the cis/trans mixture by the method reported in Org. Syn. Coll. Vol. VI, 1988, 913. Recrystallize from hexane to yield 2.5 g (13.9 mmol, 89% of the tr... The reactants are COCC1(O)CCN(Cc2ccccc2)C1, CO. Yields the product COCC1(O)CCNC1. Reaction SMILES: [CH2:1]([c:2]1[cH:3][cH:4][cH:5][cH:6][cH:7]1)[N:8]1[CH2:9][C:10]([CH2:13][O:14][CH3:15])([OH:16])[CH2:11][CH2:12]1.[CH3:17][OH:18]>>[NH:8]1[CH2:9][C:10]([CH2:13][O:14][CH3:15])([OH:16])[CH2:11][CH2:12]1.